From a dataset of the Open Reaction Database (ORD), a public repository of structured organic reaction records. describe an organic reaction: reactants, conditions, products, and yield The reactants are NC1=CC=C2C=CNC2=C1 (6-aminoindole), C(Cl)Cl (methylene chloride), C(CCCCC)(=O)Cl (hexanoyl chloride). Solvent: C(C)N(CC)CC (triethylamine). Reaction conditions: time 1 hour. Yields the product C(CCCCC)(=O)NC1=CC=C2C=CNC2=C1 (6-hexanamidoindole). RXN SMILES: [NH2:1][C:2]1[CH:10]=[C:9]2[C:5]([CH:6]=[CH:7][NH:8]2)=[CH:4][CH:3]=1.C(Cl)Cl.[C:14](Cl)(=[O:20])[CH2:15][CH2:16][CH2:17][CH2:18][CH3:19]>C(N(CC)CC)C>[C:14]([NH:1][C:2]1[CH:10]=[C:9]2[C:5]([CH:6]=[CH:7][NH:8]2)=[CH:4][CH:3]=1)(=[O:20])[CH2:15][CH2:16][CH2:17][CH2:18][CH3:19]. Reported procedure: A solution of 4.24 g. 6-aminoindole in 300 ml. methylene chloride was stirred at 0° C. and 5.4 ml triethylamine followed by 4.2 ml. hexanoyl chloride was then added. The dark mixture was stirred for 1 hour and then filtered to remove a white precipitate. The filtrate was diluted with methylene chloride; washed sequentially with 10% w/v sodium hydrogen sulphate water, and brine; dried (MgSO4); and evaporated. The residue was crystallized from ethyl acetate and hexane to give 6-hexanamidoindole (E... Reactants: C(C)(C)OC1=NC(=CC(=C1)C1=NNC=N1)C(F)(F)F (2-isopropoxy-4-(1H-1,2,4-triazol-3-yl)-6-(trifluoromethyl)pyridine), Ethyl iodo acrylate, [OH-].[Na+] (NaOH). Solvent: CN(C)C=O (DMF), ice water, CN(C)C=O (DMF), C(C)(=O)OCC.CCCCCC (ethyl acetate hexane). Conditions: temperature 0 celsius, time 12 hour. Product: C(C)(C)OC1=NC(=CC(=C1)C1=NN(C=N1)\C=C/C(=O)OC(C)C)C(F)(F)F ((Z)-isopropyl 3-(3-(2-isopropoxy-6-(trifluoromethyl)pyridin-4-yl)-1H-1,2,4-triazol-1-yl)acrylate). The yield is 70.8%. RXN SMILES: [CH:1]([O:4][C:5]1[CH:10]=[C:9]([C:11]2[N:15]=[CH:14][NH:13][N:12]=2)[CH:8]=[C:7]([C:16]([F:19])([F:18])[F:17])[N:6]=1)([CH3:3])[CH3:2].[OH-:20].[Na+]>CN(C=O)C.C(OCC)(=O)C.CCCCCC>[CH:1]([O:4][C:5]1[CH:10]=[C:9]([C:11]2[N:15]=[CH:14][N:13](/[CH:9]=[CH:10]\[C:5]([O:4][CH:1]([CH3:3])[CH3:2])=[O:20])[N:12]=2)[CH:8]=[C:7]([C:16]([F:18])([F:17])[F:19])[N:6]=1)([CH3:3])[CH3:2] |f:1.2,4.5|. Procedure: In a 50 ml capacity 3-neck round-bottomed flask attached with nitrogen bubbler, & magnetic stirrer 2-isopropoxy-4-(1H-1,2,4-triazol-3-yl)-6-(trifluoromethyl)pyridine (1 g), dissolved in 10 ml DMF at RT. Ethyl iodo acrylate (1.310 g) in DMF (1 ml) dropwise added in the reaction mixture. Then NaOH (0.291 g) added and stirred the reaction mixture for 12 h at 0° C. Completion of the reaction confirmed on TLC in 30% ethyl acetate/hexane mobile phase. Reaction gives two isomeric compounds (cis/trans).... The reactants are ice, OC1=C(C=CC(=C1)OC1=CC=C(C=C1)S(=O)(=O)C)NN=C(C(=O)OCC)C (ethyl 2-({2-hydroxy-4-[4-(methylsulfonyl)phenoxy]phenyl}hydrazono)propanoate), CS(=O)(=O)Cl (methanesulfonyl chloride). Run in N1=CC=CC=C1 (pyridine). Run at temperature 4 celsius, time 1 hour. Product: CS(=O)(=O)OC1=C(C=CC(=C1)OC1=CC=C(C=C1)S(=O)(=O)C)NN=C(C(=O)OCC)C (Ethyl 2-({2-[(methylsulfonyl)oxy]-4-[4-(methylsulfonyl)phenoxy]phenyl}hydrazono)propanoate). The yield is 93.0%. As a reaction SMILES: [OH:1][C:2]1[CH:7]=[C:6]([O:8][C:9]2[CH:14]=[CH:13][C:12]([S:15]([CH3:18])(=[O:17])=[O:16])=[CH:11][CH:10]=2)[CH:5]=[CH:4][C:3]=1[NH:19][N:20]=[C:21]([CH3:27])[C:22]([O:24][CH2:25][CH3:26])=[O:23].[CH3:28][S:29](Cl)(=[O:31])=[O:30]>N1C=CC=CC=1>[CH3:28][S:29]([O:1][C:2]1[CH:7]=[C:6]([O:8][C:9]2[CH:10]=[CH:11][C:12]([S:15]([CH3:18])(=[O:17])=[O:16])=[CH:13][CH:14]=2)[CH:5]=[CH:4][C:3]=1[NH:19][N:20]=[C:21]([CH3:27])[C:22]([O:24][CH2:25][CH3:26])=[O:23])(=[O:31])=[O:30]. Reported procedure: To an ice-cooled and stirred solution of ethyl 2-({2-hydroxy-4-[4-(methylsulfonyl)phenoxy]phenyl}hydrazono)propanoate (5.8 g) in pyridine (60 mL) was added methanesulfonyl chloride (1.4 mL), and the mixture was stirred at 4° C. for 1 h and then at room temperature for 3 h. The reaction mixture was concentrated in vacuo and the residue was partitioned between ethyl acetate and aqueous citric acid solution. The organic layer was washed successively with aqueous citric acid solution and brine, drie... Starting materials: N-methylated indole, C(OC)(OC)=O (dimethyl carbonate), N1C=CC2=CC=CC=C12 (Indole), C([O-])([O-])=O.[K+].[K+] (potassium carbonate), C(OC)(OC)=O (dimethyl carbonate). Solvent: CN(C=O)C (N,N-dimethylformamide). Conditions: temperature 130 celsius. Product: CN1C=CC2=CC=CC=C12 (1-methylindole). The yield is 227.6%. Reaction SMILES: [NH:1]1[C:9]2[C:4](=[CH:5][CH:6]=[CH:7][CH:8]=2)[CH:3]=[CH:2]1.[C:10](=O)([O-])[O-].[K+].[K+].C(=O)(OC)OC>CN(C)C=O>[CH3:10][N:1]1[C:9]2[C:4](=[CH:5][CH:6]=[CH:7][CH:8]=2)[CH:3]=[CH:2]1 |f:1.2.3|. Procedure: Indole (10 g, 85.4 mmole), potassium carbonate (5 g), N,N-dimethylformamide (70 mL) and dimethyl carbonate (11 mL, 0.13 mol) were mixed together and refluxed (˜130° C.) for 2 h. At this point TLC analysis of the reaction showed two compounds, the N-methylated indole along with a significant amount of starting material. The reaction mixture was cooled down to ˜50° C. and a second portion of dimethyl carbonate (5.5 mL, 0.065 mol) was added. The mixture was heated at reflux for another 7 h until TL...